Dataset: the Open Reaction Database (ORD), a public repository of structured organic reaction records. Task: describe an organic reaction: reactants, conditions, products, and yield As a reaction SMILES: [Br:22][c:23]1[cH:24][cH:25][cH:26][cH:27][c:28]1[CH2:29][Br:30].[Br:31][c:32]1[c:33]([CH2:40][Br:41])[cH:34][cH:35][c:36]([O:38][CH3:39])[cH:37]1.[CH3:1][C:2]1([CH3:21])[NH:3][C:4](=[O:20])[N:5]([c:8]2[cH:9][c:10]([C:16]([F:17])([F:18])[F:19])[c:11]([C:12]#[N:13])[cH:14][cH:15]2)[C:6]1=[O:7]>>[CH3:1][C:2]1([CH3:21])[N:3]([CH2:40][c:33]2[c:32]([Br:31])[cH:37][c:36]([O:38][CH3:39])[cH:35][cH:34]2)[C:4](=[O:20])[N:5]([c:8]2[cH:9][c:10]([C:16]([F:17])([F:18])[F:19])[c:11]([C:12]#[N:13])[cH:14][cH:15]2)[C:6]1=[O:7]. The reactants are BrCc1ccccc1Br, COc1ccc(CBr)c(Br)c1, CC1(C)NC(=O)N(c2ccc(C#N)c(C(F)(F)F)c2)C1=O. Yields the product COc1ccc(CN2C(=O)N(c3ccc(C#N)c(C(F)(F)F)c3)C(=O)C2(C)C)c(Br)c1. The reactants are BrC1=CC(=C(N)C=C1C(F)(F)F)F (4-bromo-2-fluoro-5-(trifluoromethyl)aniline), COC(N[C@@H](C(C)C)C(=O)N1[C@@H](CCC1)C=1NC=C(N1)C1=CC=C(C=C1)B1OC(C(O1)(C)C)(C)C)=O ([(S)-2-methyl-1-((S)-2-{4-[4-(4,4,5,5-tetramethyl-[1,3,2]dioxaborolan-2-yl)-phenyl]-1H-imidazol-2-yl}-pyrrolidine-1-carbonyl)-propyl]-carbamic acid methyl ester), C1(=CC=CC=C1)C (toluene), O (water), C([O-])([O-])=O.[K+].[K+] (Potassium carbonate). Reagents/catalysts: [Pd].C1(=CC=CC=C1)P(C1=CC=CC=C1)C1=CC=CC=C1.C1(=CC=CC=C1)P(C1=CC=CC=C1)C1=CC=CC=C1.C1(=CC=CC=C1)P(C1=CC=CC=C1)C1=CC=CC=C1.C1(=CC=CC=C1)P(C1=CC=CC=C1)C1=CC=CC=C1 (tetrakis(triphenylphosphine)-palladium(0)). Run at temperature 100 celsius. Product: COC(N[C@@H](C(C)C)C(=O)N1[C@@H](CCC1)C=1NC=C(N1)C1=CC=C(C=C1)C1=C(C=C(C(=C1)F)N)C(F)(F)F)=O (((S)-1-{(S)-2-[4-(4′-Amino-5′-fluoro-2′-trifluoromethyl-biphenyl-4-yl)-1H-imidazol-2-yl]-pyrrolidine-1-carbonyl}-2-methyl-propyl)-carbamic acid methyl ester). Isolated yield 77.4%. Reaction SMILES: Br[C:2]1[C:8]([C:9]([F:12])([F:11])[F:10])=[CH:7][C:5]([NH2:6])=[C:4]([F:13])[CH:3]=1.[CH3:14][O:15][C:16](=[O:49])[NH:17][C@H:18]([C:22]([N:24]1[CH2:28][CH2:27][CH2:26][C@H:25]1[C:29]1[NH:30][CH:31]=[C:32]([C:34]2[CH:39]=[CH:38][C:37](B3OC(C)(C)C(C)(C)O3)=[CH:36][CH:35]=2)[N:33]=1)=[O:23])[CH:19]([CH3:21])[CH3:20].C1(C)C=CC=CC=1.O.C(=O)([O-])[O-].[K+].[K+]>[Pd].C1(P(C2C=CC=CC=2)C2C=CC=CC=2)C=CC=CC=1.C1(P(C2C=CC=CC=2)C2C=CC=CC=2)C=CC=CC=1.C1(P(C2C=CC=CC=2)C2C=CC=CC=2)C=CC=CC=1.C1(P(C2C=CC=CC=2)C2C=CC=CC=2)C=CC=CC=1>[CH3:14][O:15][C:16](=[O:49])[NH:17][C@H:18]([C:22]([N:24]1[CH2:28][CH2:27][CH2:26][C@H:25]1[C:29]1[NH:30][CH:31]=[C:32]([C:34]2[CH:35]=[CH:36][C:37]([C:2]3[CH:3]=[C:4]([F:13])[C:5]([NH2:6])=[CH:7][C:8]=3[C:9]([F:12])([F:11])[F:10])=[CH:38][CH:39]=2)[N:33]=1)=[O:23])[CH:19]([CH3:21])[CH3:20] |f:4.5.6,7.8.9.10.11|. Procedure: A mixture of 4-bromo-2-fluoro-5-(trifluoromethyl)aniline (78 mg, 0.302 mmol) and [(S)-2-methyl-1-((S)-2-{4-[4-(4,4,5,5-tetramethyl-[1,3,2]dioxaborolan-2-yl)-phenyl]-1H-imidazol-2-yl}-pyrrolidine-1-carbonyl)-propyl]-carbamic acid methyl ester (150 mg, 0.302 mmol) in toluene (0.6 mL, 6 mmol) and water (0.4 mL, 20 mmol) was purged with nitrogen. Potassium carbonate (208.8 g, 1.511 mmol) and tetrakis(triphenylphosphine)-palladium(0) (35 mg, 0.030 mmol) were added under an atmosphere of nitrogen. The...